From a dataset of the Open Reaction Database (ORD), a public repository of structured organic reaction records. describe an organic reaction: reactants, conditions, products, and yield The reactants are ClC1=C(C(=O)C2=CC=CC=C2)C=C(C=C1)Cl (2,5-dichlorobenzophenone), NC1=C(C(=O)C2=CC=CC=C2)C=C(C=C1)Cl (2-amino-5-chlorobenzophenone), cupric chloride, C(C)(C)(C)ON=O (t-butylnitrite), C(C=C)#N (acrylonitrile). Run in Cl (hydrochloric acid), O (water), C(C)#N (acetonitrile), C(C)#N (acetonitrile), petroleum ether, CCOCC (ether). Run at time 2 hour. Product: ClC(C#N)CC1=C(C=C(C=C1)Cl)C(C1=CC=CC=C1)=O (α,4-dichloro-2-(benzoyl)-benzenepropanenitrile). As a reaction SMILES: N[C:2]1[CH:15]=[CH:14][C:13]([Cl:16])=[CH:12][C:3]=1[C:4]([C:6]1[CH:11]=[CH:10][CH:9]=[CH:8][CH:7]=1)=[O:5].C(ON=O)(C)(C)C.[C:24](#[N:27])[CH:25]=[CH2:26].[Cl:28]C1C=CC(Cl)=CC=1C(C1C=CC=CC=1)=O>C(#N)C.Cl.O.CCOCC>[Cl:28][CH:25]([CH2:26][C:2]1[CH:15]=[CH:14][C:13]([Cl:16])=[CH:12][C:3]=1[C:4](=[O:5])[C:6]1[CH:11]=[CH:10][CH:9]=[CH:8][CH:7]=1)[C:24]#[N:27]. Procedure: A solution of 92.7 g (0.4 mole) of 2-amino-5-chlorobenzophenone in 250 ml of acetonitrile was added to a mixture of 70 g (0.52 mole) of cupric chloride, 65 g (0.63 mole) of t-butylnitrite, 500 ml of acrylonitrile, and 500 ml of acetonitrile. When the addition was complete stirring at room temperature was continued for 2 hr. The mixture was diluted with 80 ml of 6N hydrochloric acid and 1500 ml of water, extracted with ether and dried over anhydrous sodium sulfate. The ether solution was concentr...